Dataset: the Open Reaction Database (ORD), a public repository of structured organic reaction records. Task: describe an organic reaction: reactants, conditions, products, and yield The reactants are CC1=C(C=CC=C1C)O (2,3-dimethylphenol), BrC(C(=O)OCC)(C)C (ethyl 2-bromo-isobutyrate), C([O-])([O-])=O.[K+].[K+] (potassium carbonate), O (Water). The solvent is CS(=O)C (dimethylsulfoxide). Reaction conditions: time 36 hour. Product: CC1=C(OC(C(=O)OCC)(C)C)C=CC=C1C (ethyl 2-(2,3-dimethylphenoxy)-2-methylpropionate). As a reaction SMILES: [CH3:1][C:2]1[C:7]([CH3:8])=[CH:6][CH:5]=[CH:4][C:3]=1[OH:9].Br[C:11]([CH3:18])([CH3:17])[C:12]([O:14][CH2:15][CH3:16])=[O:13].C(=O)([O-])[O-].[K+].[K+].O>CS(C)=O>[CH3:1][C:2]1[C:7]([CH3:8])=[CH:6][CH:5]=[CH:4][C:3]=1[O:9][C:11]([CH3:18])([CH3:17])[C:12]([O:14][CH2:15][CH3:16])=[O:13] |f:2.3.4|. Reported procedure: To a solution of 2,3-dimethylphenol (25.0 g, 205 mmol) in dimethylsulfoxide (200 mL) were added ethyl 2-bromo-isobutyrate (60 mL, 409 mmol) and potassium carbonate (56.5 g, 409 mmol) at room temperature, and the mixture was stirred for 36 hours. Water was added to the reaction solution and the mixture was extracted with ethyl acetate. The organic layer was washed with water and a saturated brine, dried over anhydrous sodium sulfate, and then concentrated under reduced pressure to obtain crude oi...